From a dataset of the Open Reaction Database (ORD), a public repository of structured organic reaction records. describe an organic reaction: reactants, conditions, products, and yield The reactants are COc1ccc2c(c1)OC(CN1CCC(O)(Cc3ccc(C)cc3)CC1)C2, CO, ClCCl, Cl, Cl, [Na+], O=C([O-])O, CC(c1ccccc1)C1(O)CCN(CC2Cc3ccc(O)cc3O2)CC1. Yields the product Cl, Cc1ccc(CC2(O)CCN(CC3Cc4ccc(O)cc4O3)CC2)cc1. Reaction SMILES: [CH3:1][O:2][c:3]1[cH:4][c:5]2[c:6]([cH:26][cH:27]1)[CH2:7][CH:8]([CH2:10][N:11]1[CH2:12][CH2:13][C:14]([OH:17])([CH2:18][c:19]3[cH:20][cH:21][c:22]([CH3:25])[cH:23][cH:24]3)[CH2:15][CH2:16]1)[O:9]2.[CH3:64][OH:65].[Cl:61][CH2:62][Cl:63].[ClH:33].[ClH:34].[Na+:32].[O-:28][C:29]([OH:30])=[O:31].[OH:35][c:36]1[cH:37][cH:38][c:39]2[c:59]([cH:60]1)[O:58][CH:41]([CH2:42][N:43]1[CH2:44][CH2:45][C:46]([CH:47]([CH3:48])[c:49]3[cH:50][cH:51][cH:52][cH:53][cH:54]3)([OH:55])[CH2:56][CH2:57]1)[CH2:40]2>>[ClH:33].[OH:2][c:3]1[cH:4][c:5]2[c:6]([cH:26][cH:27]1)[CH2:7][CH:8]([CH2:10][N:11]1[CH2:12][CH2:13][C:14]([OH:17])([CH2:18][c:19]3[cH:20][cH:21][c:22]([CH3:25])[cH:23][cH:24]3)[CH2:15][CH2:16]1)[O:9]2. The reactants are C(CN(CCN(CC(=O)O)CC(=O)O)CC(=O)O)N(CCN(CC(=O)O)CC(=O)O)CC(=O)O (hexaacetic acid), ON1C(CCC1=O)=O (N-hydroxysuccinimide), C1(CCCCC1)N=C=NC1CCCCC1 (dicyclohexylcarbodiimide), N,N'-(2-aminoethyl) trans-1,2-diaminocyclohexane-N,N',N. The solvent is CS(=O)C (dimethylsulfoxide). Reaction conditions: time 48 hour. The product is C1(CCCCC1)NC(NC1CCCCC1)=O (dicyclohexyl urea). Reaction SMILES: C(N(CC(O)=O)CCN(CC(O)=O)CC(O)=O)CN(CC(O)=O)CCN(CC(O)=O)CC(O)=[O:9].ON1C(=O)CCC1=O.[CH:43]1([N:49]=[C:50]=[N:51][CH:52]2[CH2:57][CH2:56][CH2:55][CH2:54][CH2:53]2)[CH2:48][CH2:47][CH2:46][CH2:45][CH2:44]1>CS(C)=O>[CH:52]1([NH:51][C:50](=[O:9])[NH:49][CH:43]2[CH2:44][CH2:45][CH2:46][CH2:47][CH2:48]2)[CH2:57][CH2:56][CH2:55][CH2:54][CH2:53]1. Procedure: To a solution consisting of 0.7 g (1.3 mmol) N,N'-(2-aminoethyl) trans-1,2-diaminocyclohexane-N,N',N",N'",N'"hexaacetic acid in 50 ml dimethylsulfoxide was added 0.9 g (7.8 mmol) N-hydroxysuccinimide and 0.8 g (3.9 mmol) dicyclohexylcarbodiimide. This was stirred at room temperature for 48 hr., during which the white fluffy solid of dicyclohexyl urea formed. This solid was removed by filtration and the filtrate was concentrated to a thick oil under reduced pressure. A solid precipitated from the... The reactants are ClC1=CC=NC2=C(C=CC=C12)F (4-chloro-8fluoroquinoline), ice water, [H-].[Na+] (sodium hydride), CC(C)(C)C1=CC=C(C=C1)CCO (2-[4-(1,1-dimethylethyl)phenyl]ethyl alcohol). Solvent: CN(C)C=O (DMF), CN(C)C=O (DMF). Conditions: time 1 hour. Yields the product C(C)(C)(C)C1=CC=C(C=C1)CCOC1=CC=NC2=C(C=CC=C12)F (4-[2-[4-(t-Butyl)phenyl]ethoxy]-8-fluoroquinoline). Yield: 32.3%. As a reaction SMILES: [H-].[Na+].[CH3:3][C:4]([C:7]1[CH:12]=[CH:11][C:10]([CH2:13][CH2:14][OH:15])=[CH:9][CH:8]=1)([CH3:6])[CH3:5].Cl[C:17]1[C:26]2[C:21](=[C:22]([F:27])[CH:23]=[CH:24][CH:25]=2)[N:20]=[CH:19][CH:18]=1>CN(C=O)C>[C:4]([C:7]1[CH:8]=[CH:9][C:10]([CH2:13][CH2:14][O:15][C:17]2[C:26]3[C:21](=[C:22]([F:27])[CH:23]=[CH:24][CH:25]=3)[N:20]=[CH:19][CH:18]=2)=[CH:11][CH:12]=1)([CH3:3])([CH3:5])[CH3:6] |f:0.1|. Procedure details: To a mixture of 1.1 g of sodium hydride in 50 mL of DMF was added 4.0 g of 2-[4-(1,1-dimethylethyl)phenyl]ethyl alcohol, and the mixture was stirred for one hour at room temperature. Then 4.0 g of 4-chloro-8fluoroquinoline in 20 mL of DMF were added, and the mixture was stirred at room temperature overnight. Then the mixture was poured into an ice/water mixture, and the solid was collected and recrystallized from ethyl acetate/pentane to give 2.3 g of the title product. Yield 32.4%. M.P. 81°-82°... Reactants: ClC(C(=O)OC)C(CC)=O (Methyl 2-chloro-3-oxopentanoate), CC1=C(C=CC(=C1)C)C1=C(N=NC(=C1)C)N (4-(2,4-dimethylphenyl)-6-methyl-3-pyridazinamine), O (Water). Run in CN(C=O)C (N,N-dimethylformamide). Run at temperature 140 celsius. The product is COC(=O)C1=C(N=C2N1N=C(C=C2C2=C(C=C(C=C2)C)C)C)CC (8-(2,4-dimethylphenyl)-2-ethyl-6-methylimidazo[1,2-b]pyridazine-3-carboxylic acid methyl ester), crude product. As a reaction SMILES: Cl[CH:2]([C:7](=O)[CH2:8][CH3:9])[C:3]([O:5][CH3:6])=[O:4].[CH3:11][C:12]1[CH:17]=[C:16]([CH3:18])[CH:15]=[CH:14][C:13]=1[C:19]1[CH:24]=[C:23]([CH3:25])[N:22]=[N:21][C:20]=1[NH2:26].O>CN(C)C=O>[CH3:6][O:5][C:3]([C:2]1[N:21]2[N:22]=[C:23]([CH3:25])[CH:24]=[C:19]([C:13]3[CH:14]=[CH:15][C:16]([CH3:18])=[CH:17][C:12]=3[CH3:11])[C:20]2=[N:26][C:7]=1[CH2:8][CH3:9])=[O:4]. Procedure details: Methyl 2-chloro-3-oxopentanoate (7 mL) was added to a solution of the resulting 4-(2,4-dimethylphenyl)-6-methyl-3-pyridazinamine in N,N-dimethylformamide (60 mL), and the mixture was heated at 140° C. for 6 hours. Water was added thereto, which was extracted with ethyl acetate. The organic layer was washed with an aqueous saturated sodium bicarbonate solution and brine, dried-over anhydrous magnesium sulfate and evaporated, to give 8-(2,4-dimethylphenyl)-2-ethyl-6-methylimidazo[1,2-b]pyridazine-... Starting materials: O (water), C(C)(C)(C)OC(=O)N[C@H]1CNCC1 ((3R)-(+)-3-(tert-butoxycarbonylamino)pyrrolidine), FC1=CC=C(C(=O)Cl)C=C1 (4-fluorobenzoylchloride), C(C)(C)N(C(C)C)CC (N,N-diisopropylethylamine). Solvent: CCOC(=O)C (AcOEt), CN(C)C=O (DMF). Reaction conditions: temperature 70 celsius, time 2 hour. The product is C(C)(C)(C)OC(NC1CN(CC1)CC1=CC=C(C=C1)F)=O ([1-(4-fluoro-benzyl)-pyrrolidin-3-yl]-carbamic acid tert-butyl ester). As a reaction SMILES: [C:1]([O:5][C:6]([NH:8][C@@H:9]1[CH2:13][CH2:12][NH:11][CH2:10]1)=[O:7])([CH3:4])([CH3:3])[CH3:2].[F:14][C:15]1[CH:23]=[CH:22][C:18]([C:19](Cl)=O)=[CH:17][CH:16]=1.C(N(CC)C(C)C)(C)C.O>CN(C=O)C.CCOC(C)=O>[C:1]([O:5][C:6](=[O:7])[NH:8][CH:9]1[CH2:13][CH2:12][N:11]([CH2:19][C:18]2[CH:22]=[CH:23][C:15]([F:14])=[CH:16][CH:17]=2)[CH2:10]1)([CH3:4])([CH3:2])[CH3:3]. Reported procedure: To a solution of (3R)-(+)-3-(tert-butoxycarbonylamino)pyrrolidine (5.0 g) in DMF (50 ml) was added 4-fluorobenzoylchloride (3.38 ml) and N,N-diisopropylethylamine (9.35 ml), the mixture was stirred at 70° C. for 2 hours. The mixed solution was poured into a mixture of water (300 ml) and AcOEt (300 ml). The organic layer was separated, washed with water twice and brine, dried over sodium sulfate and concentrated in vacuo. The residue was purified by silica gel column chromatography eluted with 5%... Starting materials: CC1(OC2=CC=C(C=C2C(C1)(C)C)C#CC1=NC=C(C=C1)CO)C (2,2,4,4-tetramethyl-6-[2-(5-hydroxymethylpyrid-2-yl)ethynyl]chroman), CC1(OC2=CC=C(C=C2C(C1)(C)C)C#CC1=NC=C(C=C1)CO)C (2,2,4,4-tetramethyl-6-[2-(5-hydroxymethylpyrid-2-yl)ethynyl]chroman), C(C)(=O)O (acetic acid), C1(CCCCC1)N=C=NC1CCCCC1 (dicyclohexylcarbodiimide). Reagents/catalysts: CN(C1=CC=NC=C1)C (4-dimethylaminopyridine). The solvent is C(Cl)Cl (methylene chloride). Yields the product CC1(OC2=CC=C(C=C2C(C1)(C)C)C#CC1=NC=C(C=C1)COC(C)=O)C (2-[2,2,4,4-tetramethylchroman-6-yl)ethynyl-5-acetoxymethylpyridine). Reaction SMILES: [CH3:1][C:2]1([CH3:24])[CH2:11][C:10]([CH3:13])([CH3:12])[C:9]2[C:4](=[CH:5][CH:6]=[C:7]([C:14]#[C:15][C:16]3[CH:21]=[CH:20][C:19]([CH2:22][OH:23])=[CH:18][N:17]=3)[CH:8]=2)[O:3]1.[C:25](O)(=[O:27])[CH3:26].C1(N=C=NC2CCCCC2)CCCCC1>CN(C)C1C=CN=CC=1.C(Cl)Cl>[CH3:1][C:2]1([CH3:24])[CH2:11][C:10]([CH3:12])([CH3:13])[C:9]2[C:4](=[CH:5][CH:6]=[C:7]([C:14]#[C:15][C:16]3[CH:21]=[CH:20][C:19]([CH2:22][O:23][C:25](=[O:27])[CH3:26])=[CH:18][N:17]=3)[CH:8]=2)[O:3]1. Procedure details: A solution of 3.09 g (10 mmol) of 2,2,4,4-tetramethyl-6-[2-(5-hydroxymethylpyrid-2-yl)ethynyl]chroman (Compound 50) 600 mg (10 mmol) of glacial acetic acid, 2.06 g (10 mmol) of dicyclohexylcarbodiimide and 460 mg (3.765 mmol) of 4-dimethylaminopyridine in 150 ml methylene chloride is stirred at room temperature for 48 hours. The reaction mixture is then filtered and the residue washed with 50 ml of methlene chloride. The filtrate is then concentrated in vacuo and the residue is purified by chrom... Reactants: COC(C1=CC(=CC(=C1)[N+](=O)[O-])N)=O (3-Amino-5-nitro-benzoic acid methyl ester), N1=CC=CC=C1 (pyridine), ClCCCS(=O)(=O)Cl (3-chloropropanesulfonyl chloride). Reagents/catalysts: CN(C)C=1C=CN=CC1 (DMAP). Run in C(Cl)Cl (CH2Cl2), Cl (HCl), CCOC(=O)C (AcOEt). Reaction conditions: time 40 hour. Product: COC(C1=CC(=CC(=C1)[N+](=O)[O-])NS(=O)(=O)CCCCl)=O (3-(3-chloro-propane-1-sulfonylamino)-5-nitro-benzoic acid methyl ester). Yield: 29.8%. Reaction SMILES: [CH3:1][O:2][C:3](=[O:14])[C:4]1[CH:9]=[C:8]([N+:10]([O-:12])=[O:11])[CH:7]=[C:6]([NH2:13])[CH:5]=1.N1C=CC=CC=1.[Cl:21][CH2:22][CH2:23][CH2:24][S:25](Cl)(=[O:27])=[O:26]>C(Cl)Cl.CN(C1C=CN=CC=1)C.CCOC(C)=O.Cl>[CH3:1][O:2][C:3](=[O:14])[C:4]1[CH:9]=[C:8]([N+:10]([O-:12])=[O:11])[CH:7]=[C:6]([NH:13][S:25]([CH2:24][CH2:23][CH2:22][Cl:21])(=[O:27])=[O:26])[CH:5]=1. Procedure: To a solution of 3-amino-5-nitro-benzoic acid methyl ester (D1) (45 g, 229 mmol, 1 equiv) in CH2Cl2 (450 ml) was added pyridine (18.5 ml, 229 mmol, 1 equiv), DMAP (100 mg, 0.8 mmol, catalytic) and 3-chloropropanesulfonyl chloride (28 ml, 230 mmol, 1 equiv). The resulting mixture was stirred for 40 h then diluted with AcOEt. The organic phase was diluted with 2N aqueous HCl solution. The resulting solid was filtered to give 3-(3-chloro-propane-1-sulfonylamino)-5-nitro-benzoic acid methyl ester (2...